This data is from the Open Reaction Database (ORD), a public repository of structured organic reaction records. The task is: describe an organic reaction: reactants, conditions, products, and yield Reactants: [Si](C)(C)(C(C)(C)C)OC=1C=C(CN[C@H](C)C2=CC(=CC=C2)Cl)C=CC1Cl ((R)—N-(3-(tert-butyldimethylsilyloxy)-4-chlorobenzyl)-1-(3-chlorophenyl)ethanamine), [F-].C(CCC)[N+](CCCC)(CCCC)CCCC (tetra-butylammonium fluoride). Run in C1CCOC1 (THF). Reaction conditions: time 3 hour. Yields the product ClC1=C(C=C(C=C1)CN[C@H](C)C1=CC(=CC=C1)Cl)O ((R)-2-chloro-5-((1-(3-chlorophenyl)ethylamino)methyl)phenol). Isolated yield 51.3%. RXN SMILES: [Si]([O:8][C:9]1[CH:10]=[C:11]([CH:23]=[CH:24][C:25]=1[Cl:26])[CH2:12][NH:13][C@@H:14]([C:16]1[CH:21]=[CH:20][CH:19]=[C:18]([Cl:22])[CH:17]=1)[CH3:15])(C(C)(C)C)(C)C.[F-].C([N+](CCCC)(CCCC)CCCC)CCC>C1COCC1>[Cl:26][C:25]1[CH:24]=[CH:23][C:11]([CH2:12][NH:13][C@@H:14]([C:16]2[CH:21]=[CH:20][CH:19]=[C:18]([Cl:22])[CH:17]=2)[CH3:15])=[CH:10][C:9]=1[OH:8] |f:1.2|. Procedure details: To a solution of (R)—N-(3-(tert-butyldimethylsilyloxy)-4-chlorobenzyl)-1-(3-chlorophenyl)ethanamine 82 (540 mg, 1316 μmol) in THF was added tetra-butylammonium fluoride (1M soln in THF, 1381 μL, 1381 μmol). The solution was stirred at room temperature under N2 for 3 h and then checked by TLC for completion. The reaction solution was concentrated and the crude material was purified by silica gel chromatography using a 5% to 60% gradient of EtOAc in hexanes as the eluant. The desired fractions wer... Reactants: C1(CC1)N(C(=O)C=1[C@H](NCCC1C1=CC=C(C=C1)OCCOC1=C(C=CC=C1Cl)Cl)CO)CC1=C(C(=CC=C1)Cl)Cl ((S)-N-cyclopropyl-N-(2,3-dichlorobenzyl)-4-(4-(2-(2,6-dichlorophenoxy)ethoxy)phenyl)-2-(hydroxymethyl)-1,2,5,6-tetrahydropyridine-3-carboxamide), C([O-])(O)=O.[Na+] (sodium bicarbonate), C(OC(C)(C)C)(OC(C)(C)C)=O (di-tert-butyl carbonate). The solvent is O1CCOCC1 (dioxane). Conditions: time 8 hour. Product: C1(CC1)N(C(=O)C=1[C@H](NCCC1C1=CC=C(C=C1)OCCOC1=C(C=CC=C1Cl)Cl)CO)CC1=C(C(=CC=C1)Cl)Cl ((S)-N-cyclopropyl-N-(2,3-dichlorobenzyl)-4-(4-(2-(2,6-dichlorophenoxy)ethoxy)phenyl)-2-(hydroxymethyl)-1,2,5,6-tetrahydropyridine-3-carboxamide), C1(CC1)N(C(=O)C=1[C@H](N(CCC1C1=CC=C(C=C1)OCCOC1=C(C=CC=C1Cl)Cl)C(=O)OC(C)(C)C)CO)CC1=C(C(=CC=C1)Cl)Cl ((S)-Tert-butyl 3-(cyclopropyl(2,3-dichlorobenzyl)carbamoyl)-4-(4-(2-(2,6-dichlorophenoxy)ethoxy)phenyl)-2-(hydroxymethyl)-5,6-dihydropyridine-1(2H)-carboxylate). Isolated yield 147.2%. Reaction SMILES: [CH:1]1([N:4]([CH2:33][C:34]2[CH:39]=[CH:38][CH:37]=[C:36]([Cl:40])[C:35]=2[Cl:41])[C:5]([C:7]2[C@@H:8]([CH2:31][OH:32])[NH:9][CH2:10][CH2:11][C:12]=2[C:13]2[CH:18]=[CH:17][C:16]([O:19][CH2:20][CH2:21][O:22][C:23]3[C:28]([Cl:29])=[CH:27][CH:26]=[CH:25][C:24]=3[Cl:30])=[CH:15][CH:14]=2)=[O:6])[CH2:3][CH2:2]1.C(=O)(O)[O-].[Na+].[C:47](=O)([O:53]C(C)(C)C)[O:48][C:49]([CH3:52])([CH3:51])[CH3:50]>O1CCOCC1>[CH:1]1([N:4]([CH2:33][C:34]2[CH:39]=[CH:38][CH:37]=[C:36]([Cl:40])[C:35]=2[Cl:41])[C:5]([C:7]2[C@@H:8]([CH2:31][OH:32])[NH:9][CH2:10][CH2:11][C:12]=2[C:13]2[CH:18]=[CH:17][C:16]([O:19][CH2:20][CH2:21][O:22][C:23]3[C:28]([Cl:29])=[CH:27][CH:26]=[CH:25][C:24]=3[Cl:30])=[CH:15][CH:14]=2)=[O:6])[CH2:3][CH2:2]1.[CH:1]1([N:4]([CH2:33][C:34]2[CH:39]=[CH:38][CH:37]=[C:36]([Cl:40])[C:35]=2[Cl:41])[C:5]([C:7]2[C@@H:8]([CH2:31][OH:32])[N:9]([C:47]([O:48][C:49]([CH3:52])([CH3:51])[CH3:50])=[O:53])[CH2:10][CH2:11][C:12]=2[C:13]2[CH:18]=[CH:17][C:16]([O:19][CH2:20][CH2:21][O:22][C:23]3[C:28]([Cl:29])=[CH:27][CH:26]=[CH:25][C:24]=3[Cl:30])=[CH:15][CH:14]=2)=[O:6])[CH2:3][CH2:2]1 |f:1.2|. Procedure: Compound 6 was prepared as described in Example 10. Into a 10 mL round bottom flask was added Compound 6 (546 mg, 858 μmol) and dioxane (1.9 mL). The reaction was added sodium bicarbonate (180 mg, 2.15 mmol) and di-tert-butyl carbonate (337 mg, 1.54 mmol). The reaction was stirred overnight at room temperature. Solvent was removed under vacuum and the residue partitioned between water (10 mL) and ethyl acetate (10 mL). The organic layer was separated and the aqueous layer was extracted further w... The reactants are C(CCC)NC(=O)NC(CCCC(=O)O)=O (N-(N'-butylcarbamoyl)glutaramic acid), CS(=O)(=O)O (methanesulfonic acid), OO (hydrogen peroxide). Yields the product C(CCC)NC(=O)NC(CCCC(=O)OO)=O (N-(N'-Butylcarbamoyl)peroxyglutaramic acid). As a reaction SMILES: [CH2:1]([NH:5][C:6]([NH:8][C:9](=[O:16])[CH2:10][CH2:11][CH2:12][C:13]([OH:15])=[O:14])=[O:7])[CH2:2][CH2:3][CH3:4].CS(O)(=O)=[O:19].OO>>[CH2:1]([NH:5][C:6]([NH:8][C:9](=[O:16])[CH2:10][CH2:11][CH2:12][C:13]([O:15][OH:19])=[O:14])=[O:7])[CH2:2][CH2:3][CH3:4]. Reported procedure: 80.8 g (0.35 mol) of N-(N'-butylcarbamoyl)glutaramic acid, 123 g of methanesulfonic acid and 42 g (1.05 mol) of hydrogen peroxide (85% strength by weight) are reacted and worked up as described in Example 3. Reactants: O=C1CCC(=O)N1Cl, ON=Cc1c(Cl)ccnc1Cl, CN(C)C=O. Yields the product ON=C(Cl)c1c(Cl)ccnc1Cl. RXN SMILES: [Cl:12][N:13]1[C:14](=[O:15])[CH2:16][CH2:17][C:18]1=[O:19].[Cl:1][c:2]1[n:3][cH:4][cH:5][c:6]([Cl:11])[c:7]1[CH:8]=[N:9][OH:10].[O:20]=[CH:21][N:22]([CH3:23])[CH3:24]>>[Cl:1][c:2]1[n:3][cH:4][cH:5][c:6]([Cl:11])[c:7]1[C:8](=[N:9][OH:10])[Cl:12]. The reactants are C(C)(C)(C)O[C@H](C(=O)OCC)C=1C(=NC(=C(C1N1CCC(CC1)(C)C)C1=CC=C(C=C1)OCC1=CC=C(C=C1)F)C)C ((S)-ethyl 2-(tert-butoxy)-2-(4-(4,4-dimethylpiperidin-1-yl)-5-(4-((4-fluorobenzyl)oxy)phenyl)-2,6-dimethylpyridin-3-yl)acetate), [Li+].[OH-] (LiOH). Solvent: CCO.O (EtOH H2O). Yields the product C(C)(C)(C)O[C@H](C(=O)O)C=1C(=NC(=C(C1N1CCC(CC1)(C)C)C1=CC=C(C=C1)OCC1=CC=C(C=C1)F)C)C ((S)-2-(tert-butoxy)-2-(4-(4,4-dimethylpiperidin-1-yl)-5-(4-((4-fluorobenzyl)oxy)phenyl)-2,6-dimethylpyridin-3-yl)acetic acid). Isolated yield 89.2%. As a reaction SMILES: [C:1]([O:5][C@@H:6]([C:12]1[C:13]([CH3:42])=[N:14][C:15]([CH3:41])=[C:16]([C:26]2[CH:31]=[CH:30][C:29]([O:32][CH2:33][C:34]3[CH:39]=[CH:38][C:37]([F:40])=[CH:36][CH:35]=3)=[CH:28][CH:27]=2)[C:17]=1[N:18]1[CH2:23][CH2:22][C:21]([CH3:25])([CH3:24])[CH2:20][CH2:19]1)[C:7]([O:9]CC)=[O:8])([CH3:4])([CH3:3])[CH3:2].[Li+].[OH-]>CCO.O>[C:1]([O:5][C@@H:6]([C:12]1[C:13]([CH3:42])=[N:14][C:15]([CH3:41])=[C:16]([C:26]2[CH:27]=[CH:28][C:29]([O:32][CH2:33][C:34]3[CH:39]=[CH:38][C:37]([F:40])=[CH:36][CH:35]=3)=[CH:30][CH:31]=2)[C:17]=1[N:18]1[CH2:23][CH2:22][C:21]([CH3:25])([CH3:24])[CH2:20][CH2:19]1)[C:7]([OH:9])=[O:8])([CH3:4])([CH3:2])[CH3:3] |f:1.2,3.4|. Procedure: A mixture of (S)-ethyl 2-(tert-butoxy)-2-(4-(4,4-dimethylpiperidin-1-yl)-5-(4-((4-fluorobenzyl)oxy)phenyl)-2,6-dimethylpyridin-3-yl)acetate (0.0372 g, 0.065 mmol) and LiOH (0.015 g, 0.645 mmol) in 9:1 EtOH/H2O (2 mL) was refluxed for 2 h. Then, cooled and purified by prep-HPLC to afford (S)-2-(tert-butoxy)-2-(4-(4,4-dimethylpiperidin-1-yl)-5-(4-((4-fluorobenzyl)oxy)phenyl)-2,6-dimethylpyridin-3-yl)acetic acid (0.0318 g, 0.058 mmol, 90% yield) as white solid. 1H NMR (500 MHz, CDCl3) δ 7.43-7.49 (... Starting materials: O (water), COC(CC1=CC=C(C=C1)O)=O (methyl(4-hydroxyphenyl)acetate), C([O-])([O-])=O.[K+].[K+] (potassium carbonate), C(C1=CC=CC=C1)Cl (benzyl chloride). Run in CN(C(C)=O)C (N,N-dimethylacetamide), COC(C)(C)C (methyl tert-butylether). Run at temperature 60 celsius. Product: COC(CC1=CC=C(C=C1)OCC1=CC=CC=C1)=O (Methyl[4-(benzyloxy)phenyl]acetate). RXN SMILES: [CH3:1][O:2][C:3](=[O:12])[CH2:4][C:5]1[CH:10]=[CH:9][C:8]([OH:11])=[CH:7][CH:6]=1.C(=O)([O-])[O-].[K+].[K+].[CH2:19](Cl)[C:20]1[CH:25]=[CH:24][CH:23]=[CH:22][CH:21]=1.O>CN(C)C(=O)C.COC(C)(C)C>[CH3:1][O:2][C:3](=[O:12])[CH2:4][C:5]1[CH:10]=[CH:9][C:8]([O:11][CH2:19][C:20]2[CH:25]=[CH:24][CH:23]=[CH:22][CH:21]=2)=[CH:7][CH:6]=1 |f:1.2.3|. Reported procedure: At room temperature, to a 3-L pear-shaped evaporating flask was added methyl(4-hydroxyphenyl)acetate (202 g) and potassium carbonate (233 g) which were dissolved in N,N-dimethylacetamide (DMA) (1 L). To the solution was added benzyl chloride (117 mL) at room temperature and stirred. The solution was then heated to 60° C. and stirred for 16 hours. The reaction solution was cooled to room temperature, diluted with methyl tert-butylether (MTBE) (1.3 L) and added with water (3 L) and an organic laye...